From a dataset of the Open Reaction Database (ORD), a public repository of structured organic reaction records. describe an organic reaction: reactants, conditions, products, and yield Reactants: C([O-])([O-])=O.[K+].[K+] (potassium carbonate), O([Si](C)(C)C(C)(C)C)CCC1=CC=[N+](C=C1)[O-] (4-[2-(tert-Butyldimethylsiloxy)ethyl]pyridine-N-oxide), CN(C(=O)Cl)C (dimethylcarbamoyl chloride), C[Si](C)(C)C#N (trimethylsilyl cyanide). Solvent: ClCCl (dichloromethane). Run at time 30 minute. The product is O([Si](C)(C)C(C)(C)C)CCC1=CC(=NC=C1)C#N (4-[2-(tert-butyldimethylsiloxy)ethyl]pyridine-2-carbonitrile). Isolated yield 96.6%. RXN SMILES: [O:1]([CH2:9][CH2:10][C:11]1[CH:16]=[CH:15][N+:14]([O-])=[CH:13][CH:12]=1)[Si:2]([C:5]([CH3:8])([CH3:7])[CH3:6])([CH3:4])[CH3:3].C[Si]([C:22]#[N:23])(C)C.CN(C)C(Cl)=O.C(=O)([O-])[O-].[K+].[K+]>ClCCl>[O:1]([CH2:9][CH2:10][C:11]1[CH:16]=[CH:15][N:14]=[C:13]([C:22]#[N:23])[CH:12]=1)[Si:2]([C:5]([CH3:8])([CH3:7])[CH3:6])([CH3:4])[CH3:3] |f:3.4.5|. Procedure: 4-[2-(tert-Butyldimethylsiloxy)ethyl]pyridine-N-oxide (12.5 g, 49.3 mmol) was dissolved in dichloromethane (100 mL), then trimethylsilyl cyanide (5.31 g, 53.5 mmol) was added thereto at room temperature, and dimethylcarbamoyl chloride (5.76 g, 53.5 mmol) was added thereto over 30 minutes. Then, the mixture was stirred for 24 hours. After completion of the reaction was confirmed by thin-layer chromatography, a 10% aqueous potassium carbonate solution (150 mL) was added to the mixture, and the mix... Reactants: COC(=O)CCc1cn(Cc2ccc(OCc3nc(-c4ccccc4)oc3C)cc2)nc1-c1ccccc1, CO, Cl, [Li+], C1CCOC1, [OH-], O, O. The product is Cc1oc(-c2ccccc2)nc1COc1ccc(Cn2cc(CCC(=O)O)c(-c3ccccc3)n2)cc1. Reaction SMILES: [CH3:1][c:2]1[c:3]([CH2:13][O:14][c:15]2[cH:16][cH:17][c:18]([CH2:19][n:20]3[n:21][c:22](-[c:31]4[cH:32][cH:33][cH:34][cH:35][cH:36]4)[c:23]([CH2:25][CH2:26][C:27](=[O:28])[O:29][CH3:30])[cH:24]3)[cH:37][cH:38]2)[n:4][c:5](-[c:7]2[cH:8][cH:9][cH:10][cH:11][cH:12]2)[o:6]1.[CH3:48][OH:49].[ClH:47].[Li+:41].[O:42]1[CH2:43][CH2:44][CH2:45][CH2:46]1.[OH-:40].[OH2:39].[OH2:50]>>[CH3:1][c:2]1[c:3]([CH2:13][O:14][c:15]2[cH:16][cH:17][c:18]([CH2:19][n:20]3[n:21][c:22](-[c:31]4[cH:32][cH:33][cH:34][cH:35][cH:36]4)[c:23]([CH2:25][CH2:26][C:27](=[O:28])[OH:29])[cH:24]3)[cH:37][cH:38]2)[n:4][c:5](-[c:7]2[cH:8][cH:9][cH:10][cH:11][cH:12]2)[o:6]1. The reactants are C(C)(C)NC(CC1=CC(=CC=C1)[N+](=O)[O-])=O (3-nitrophenyl-acetic acid isopropylamide). The reagents and catalysts are [Ni] (Raney nickel). Solvent: C(C)O (ethanol). Yields the product C(C)(C)NC(CC1=CC(=CC=C1)N)=O (3-amino-phenylacetic acid isopropyl-amide). The yield is 91.0%. RXN SMILES: [CH:1]([NH:4][C:5](=[O:16])[CH2:6][C:7]1[CH:12]=[CH:11][CH:10]=[C:9]([N+:13]([O-])=O)[CH:8]=1)([CH3:3])[CH3:2]>C(O)C.[Ni]>[CH:1]([NH:4][C:5](=[O:16])[CH2:6][C:7]1[CH:12]=[CH:11][CH:10]=[C:9]([NH2:13])[CH:8]=1)([CH3:3])[CH3:2]. Reported procedure: 22.2 g (0.1 mol) of 3-nitrophenyl-acetic acid isopropylamide were dissolved in 150 ml of ethanol and hydrogenated under a hydrogen pressure of 40-50 atmospheres in the presence of Raney nickel at 50°-60° C. When the reaction had finished, the catalyst was filtered off, the filtrate was concentrated by evaporation under reduced pressure and the residue which remained was recrystallized from petroleum ether. 17.5 g (91% of theory) of 3-amino-phenylacetic acid isopropyl-amide of melting point 93°-9... Starting materials: CCOC(=O)c1ccc(NC(=O)N2CCN(c3ncnc4cc(OC)c(OC)cc34)CC2)cc1, [Li+], C1COCCO1, [OH-], O, O. Product: COc1cc2ncnc(N3CCN(C(=O)Nc4ccc(C(=O)O)cc4)CC3)c2cc1OC. Reaction SMILES: [CH3:1][O:2][c:3]1[cH:4][c:5]2[c:6]([N:15]3[CH2:16][CH2:17][N:18]([C:21](=[O:22])[NH:23][c:24]4[cH:25][cH:26][c:27]([C:30](=[O:31])[O:32][CH2:33][CH3:34])[cH:28][cH:29]4)[CH2:19][CH2:20]3)[n:7][cH:8][n:9][c:10]2[cH:11][c:12]1[O:13][CH3:14].[Li+:37].[O:39]1[CH2:40][CH2:41][O:42][CH2:43][CH2:44]1.[OH-:36].[OH2:35].[OH2:38]>>[CH3:1][O:2][c:3]1[cH:4][c:5]2[c:6]([N:15]3[CH2:16][CH2:17][N:18]([C:21](=[O:22])[NH:23][c:24]4[cH:25][cH:26][c:27]([C:30](=[O:31])[OH:32])[cH:28][cH:29]4)[CH2:19][CH2:20]3)[n:7][cH:8][n:9][c:10]2[cH:11][c:12]1[O:13][CH3:14]. Starting materials: N1(C=NC=C1)CCCNC(C1=CC(=CC=C1)[N+](=O)[O-])=O (N-[3-(1H-imidazol-1-yl)propyl]-3-nitrobenzamide), [H][H] (hydrogen). The reagents and catalysts are [Pd] (palladium on carbon). Solvent: C(C)O (ethanol). Yields the product NC=1C=C(C(=O)NCCCN2C=NC=C2)C=CC1 (3-Amino-N-[3-(1H-imidazol-1-yl)propyl]benzamide). As a reaction SMILES: [N:1]1([CH2:6][CH2:7][CH2:8][NH:9][C:10](=[O:20])[C:11]2[CH:16]=[CH:15][CH:14]=[C:13]([N+:17]([O-])=O)[CH:12]=2)[CH:5]=[CH:4][N:3]=[CH:2]1.[H][H]>[Pd].C(O)C>[NH2:17][C:13]1[CH:12]=[C:11]([CH:16]=[CH:15][CH:14]=1)[C:10]([NH:9][CH2:8][CH2:7][CH2:6][N:1]1[CH:5]=[CH:4][N:3]=[CH:2]1)=[O:20]. Reported procedure: A mixture of 2.35 g. of N-[3-(1H-imidazol-1-yl)propyl]-3-nitrobenzamide, 0.5 g. of 10% palladium on carbon catalyst and 150 ml. of ethanol was shaken under 45 lbs. of hydrogen in a Parr hydrogenator until the reaction was complete. The catalyst was removed by filtration and the mother liquor concentrated. The crystalline residue was washed onto a filter with ether, giving the desired product, m.p. 88°-90° C.